This data is from the Open Reaction Database (ORD), a public repository of structured organic reaction records. The task is: describe an organic reaction: reactants, conditions, products, and yield Starting materials: FC1=C(C=C(C=C1)C=1N=C(N=NC1)SC)C=1C=NC=CC1 (5-[4-Fluoro-3-(pyridin-3-yl)phenyl]-3-methylsulfanyl-[1,2,4]triazine), FC1=C(C=CC=C1)B(O)O (2-fluorophenylboronic acid). Product: FC1=C(C=CC=C1)C=1N=NC=C(N1)C1=CC(=C(C=C1)F)C=1C=NC=CC1 (3-(2-fluorophenyl)-5-[4-fluoro-3-(pyridin-3-yl)phenyl]-[1,2,4]triazine). RXN SMILES: [F:1][C:2]1[CH:7]=[CH:6][C:5]([C:8]2[N:9]=[C:10](SC)[N:11]=[N:12][CH:13]=2)=[CH:4][C:3]=1[C:16]1[CH:17]=[N:18][CH:19]=[CH:20][CH:21]=1.[F:22][C:23]1[CH:28]=[CH:27][CH:26]=[CH:25][C:24]=1B(O)O>>[F:22][C:23]1[CH:28]=[CH:27][CH:26]=[CH:25][C:24]=1[C:10]1[N:11]=[N:12][CH:13]=[C:8]([C:5]2[CH:6]=[CH:7][C:2]([F:1])=[C:3]([C:16]3[CH:17]=[N:18][CH:19]=[CH:20][CH:21]=3)[CH:4]=2)[N:9]=1. Reported procedure: 5-[4-Fluoro-3-(pyridin-3-yl)phenyl]-3-methylsulfanyl-[1,2,4]triazine was coupled to 2-fluorophenylboronic acid by the method of Example 2 to give 3-(2-fluorophenyl)-5-[4-fluoro-3-(pyridin-3-yl)phenyl]-[1,2,4]triazine as a yellow solid: δH (400 MHz, CDCl3) 7.28-7.30 (1H, m), 7.33-7.47 (3H, m), 7.52-7.59 (1H, m), 7.97 (1H, dd, J 2.0, 8.2 Hz), 8.25-8.32 (2H, m), 8.44 (1H, dd, J 2.3, 7.4 Hz), 8.70 (1H, d, J 2.7 Hz), 8.89 (1H, s), 9.67 (1H, s); m/z (ES+) 347.